From a dataset of the Open Reaction Database (ORD), a public repository of structured organic reaction records. describe an organic reaction: reactants, conditions, products, and yield Reactants: C([O-])([O-])=O.[NH4+].[NH4+] (ammonium carbonate), C(C)(C)(C)OC(NCCNC(CCN(C1=NC=CC=C1)C(=O)C1=CC2=C(N(C(=N2)CNC2=CC=C(C=C2)C#N)C)C=C1)=O)=O ({2-[3-({2-[(4-Cyano-phenylamino)-methyl]-1-methyl-1H-benzoimidazole-5-carbonyl}-pyridin-2-yl-amino)-propionylamino]-ethyl}-carbamic acid tert-butyl ester), Cl (HCl). Solvent: C(C)O (Ethanol), C(C)O (ethanol). Conditions: time 5 hour. Product: NCCNC(=O)CCN(C(=O)C1=CC2=C(N(C(=N2)CNC2=CC=C(C=C2)C(N)=N)C)C=C1)C1=NC=CC=C1 (2-[(4-Carbamimidoyl-phenylamino)-methyl]-1-methyl-1H-benzoimidazole-5-carboxylic acid [2-(2-amino-ethylcarbamoyl)-ethyl]pyridin-2-yl-amide). As a reaction SMILES: C(OC(=O)[NH:7][CH2:8][CH2:9][NH:10][C:11](=[O:43])[CH2:12][CH2:13][N:14]([C:21]([C:23]1[CH:42]=[CH:41][C:26]2[N:27]([CH3:40])[C:28]([CH2:30][NH:31][C:32]3[CH:37]=[CH:36][C:35]([C:38]#[N:39])=[CH:34][CH:33]=3)=[N:29][C:25]=2[CH:24]=1)=[O:22])[C:15]1[CH:20]=[CH:19][CH:18]=[CH:17][N:16]=1)(C)(C)C.Cl.C(=O)([O-])[O-].[NH4+:50].[NH4+]>C(O)C>[NH2:7][CH2:8][CH2:9][NH:10][C:11]([CH2:12][CH2:13][N:14]([C:15]1[CH:20]=[CH:19][CH:18]=[CH:17][N:16]=1)[C:21]([C:23]1[CH:42]=[CH:41][C:26]2[N:27]([CH3:40])[C:28]([CH2:30][NH:31][C:32]3[CH:33]=[CH:34][C:35]([C:38](=[NH:39])[NH2:50])=[CH:36][CH:37]=3)=[N:29][C:25]=2[CH:24]=1)=[O:22])=[O:43] |f:2.3.4|. Procedure details: The product of 2b (1.34 mmol) was added to a saturated HCl solution in dry ethanol (30 mL). The solution was stirred at room temperature for 5 hours, then evaporated to dryness at 30° C. Ethanol (30 mL) and ammonium carbonate (13.0 mmol) were added and the mixture stirred at room temperature over night. The solvent was then evaporated, the residual material was triturated 5 times with ca. 4 mL of a mixture of dichloromethane/methanol (30:1), filtered and evaporated in order to separate the produ... Reactants: Br (hydrogen bromide), C(C)(=O)O (acetic acid), C(C1=CC=CC=C1)OC1=C(C=C(C(=O)NC2=CC=C(C(=O)OC)C=C2)C=C1OC1CCCCC1)Cl (Methyl 4-(4-(benzyloxy)-3-chloro-5-(cyclohexyloxy)benzamido)benzoate). The solvent is C(=O)(C(F)(F)F)O (TFA). Conditions: time 1 hour. Product: ClC=1C=C(C(=O)NC2=CC=C(C(=O)OC)C=C2)C=C(C1O)OC1CCCCC1 (Methyl 4-(3-chloro-5-(cyclohexyloxy)-4-hydroxybenzamido)benzoate). The yield is 99.0%. RXN SMILES: Br.C(O)(=O)C.C([O:13][C:14]1[C:32]([O:33][CH:34]2[CH2:39][CH2:38][CH2:37][CH2:36][CH2:35]2)=[CH:31][C:17]([C:18]([NH:20][C:21]2[CH:30]=[CH:29][C:24]([C:25]([O:27][CH3:28])=[O:26])=[CH:23][CH:22]=2)=[O:19])=[CH:16][C:15]=1[Cl:40])C1C=CC=CC=1>C(O)(C(F)(F)F)=O>[Cl:40][C:15]1[CH:16]=[C:17]([CH:31]=[C:32]([O:33][CH:34]2[CH2:39][CH2:38][CH2:37][CH2:36][CH2:35]2)[C:14]=1[OH:13])[C:18]([NH:20][C:21]1[CH:22]=[CH:23][C:24]([C:25]([O:27][CH3:28])=[O:26])=[CH:29][CH:30]=1)=[O:19]. Procedure details: 45% hydrogen bromide in acetic acid (26 μL, 0.20 mmol) was added to a stirring mixture of methyl 4-(4-(benzyloxy)-3-chloro-5-(cyclohexyloxy)benzamido)benzoate (6) (20 mg, 40 μmol) in TFA (3 mL) and the mixture was stirred at RT for 1 h. The mixture was partitioned between water (15 mL) and EtOAc (15 mL) and the phases were separated. The organic solution was washed with water (10 mL), dried over MgSO4 and the solvent was removed in vacuo to give methyl 4-(3-chloro-5-(cyclohexyloxy)-4-hydroxybenz...